Dataset: the Open Reaction Database (ORD), a public repository of structured organic reaction records. Task: describe an organic reaction: reactants, conditions, products, and yield Starting materials: C1CC(=O)N(C1=O)Br (NBS), FC1=C(C=C(C(=O)O)C=C1)[N+](=O)[O-] (4-fluoro-3-nitro-benzoic acid), ice water. Solvent: OS(=O)(=O)O (H2SO4). Reaction conditions: temperature 65 celsius, time 5 hour. Yields the product BrC=1C=C(C(=O)O)C=C(C1F)[N+](=O)[O-] (3-Bromo-4-fluoro-5-nitro-benzoic acid). RXN SMILES: C1C(=O)N([Br:8])C(=O)C1.[F:9][C:10]1[CH:18]=[CH:17][C:13]([C:14]([OH:16])=[O:15])=[CH:12][C:11]=1[N+:19]([O-:21])=[O:20]>OS(O)(=O)=O>[Br:8][C:18]1[CH:17]=[C:13]([CH:12]=[C:11]([N+:19]([O-:21])=[O:20])[C:10]=1[F:9])[C:14]([OH:16])=[O:15]. Reported procedure: NBS (47.9 g, 0.268 mol) was added portion-wise to a solution of 4-fluoro-3-nitro-benzoic acid (41.5 g, 0.224 mol) in conc. H2SO4 (0.35 L). The reaction mixture was stirred for 5 h at 65° C. and then poured into ice-water (1.5 L). The precipitate was filtered off, washed twice with water (300 mL) and dried to give the title compound as a white solid. 1H-NMR (300 MHz, CDCl3): δ (ppm) 10.7 (s, br, 1H), 8.76 (m, 1H), 8.62 (m, 1H). Starting materials: [Si](C)(C)(C(C)(C)C)C=1SC=CN1 (2-tert-butyldimethylsilylthiazole), C(CCC)[Li] (n-butyllithium), [Cl-].[NH4+] (ammonium chloride), CN(C=O)C (N,N-dimethylformamide). Run in CCOCC (ether), CCOCC (ether). Conditions: temperature -40 celsius, time 1 hour. The product is [Si](C)(C)(C(C)(C)C)C=1SC(=CN1)C=O (2-tert-butyldimethylsilylthiazole-5-carboxaldehyde). The yield is 69.0%. Reaction SMILES: [Si:1]([C:8]1[S:9][CH:10]=[CH:11][N:12]=1)([C:4]([CH3:7])([CH3:6])[CH3:5])([CH3:3])[CH3:2].C([Li])CCC.CN(C)[CH:20]=[O:21].[Cl-].[NH4+]>CCOCC>[Si:1]([C:8]1[S:9][C:10]([CH:20]=[O:21])=[CH:11][N:12]=1)([C:4]([CH3:7])([CH3:5])[CH3:6])([CH3:2])[CH3:3] |f:3.4|. Procedure details: A solution of compound Q (40 g) in ether (100 ml) was added dropwise to a solution of n-butyllithium (1.6M solution in hexane, 138 ml) in ether (300 ml) at -70° C. under an atmosphere of argon. The mixture was stirred for 1 hour at this temperature and then N,N-dimethylformamide (30 ml) was added dropwise. The mixture was stirred for 30 minutes at -70° C., then warmed to -40° C. Excess saturated aqueous ammonium chloride solution was added and the mixture allowed to warm to ambient temperature. ... Reactants: N1=C(C=CC2=NC=CC=C12)C=O (1,5-Naphthyridine-2-carbaldehyde), [BH4-].[Na+] (NaBH4). Solvent: CO (MeOH), C1CCOC1 (THF). Run at temperature 0 celsius, time 0.5 hour. The product is N1=C(C=CC2=NC=CC=C12)CO ((1,5-Naphthyridin-2-yl)methanol). Yield: 78.0%. As a reaction SMILES: [N:1]1[C:10]2[C:5](=[N:6][CH:7]=[CH:8][CH:9]=2)[CH:4]=[CH:3][C:2]=1[CH:11]=[O:12].[BH4-].[Na+]>CO.C1COCC1>[N:1]1[C:10]2[C:5](=[N:6][CH:7]=[CH:8][CH:9]=2)[CH:4]=[CH:3][C:2]=1[CH2:11][OH:12] |f:1.2|. Reported procedure: To a solution of 1,5-naphthyridine-2-carbaldehyde (8-3) (1.0 g, 6.32 mmol) in MeOH (15 mL) and THF (15 mL) was added NaBH4 (84 mg, 2.21 mmol). The reaction mixture was stirred at 0° C. for 0.5 h. The mixture was concentrated and purified by chromatography on silica gel to afford the title compound (790 mg). Starting materials: ClC1=CC=C(C=C1)C(=CCCC1=CC(=CC=C1)OC1=CC=CC=C1)C1CC1 (1-(4-chlorophenyl)-1-cyclopropyl-4-(3-phenoxyphenyl)-1-butene). The reagents and catalysts are [Ni] (Raney nickel). Solvent: C(C)O (ethanol). The product is ClC1=CC=C(C=C1)C(CCCC1=CC(=CC=C1)OC1=CC=CC=C1)C1CC1 (1-(4-chlorophenyl)-1-cyclopropyl-4(3-phenoxyphenyl)butane). The yield is 78.6%. Reaction SMILES: [Cl:1][C:2]1[CH:7]=[CH:6][C:5]([C:8]([CH:25]2[CH2:27][CH2:26]2)=[CH:9][CH2:10][CH2:11][C:12]2[CH:17]=[CH:16][CH:15]=[C:14]([O:18][C:19]3[CH:24]=[CH:23][CH:22]=[CH:21][CH:20]=3)[CH:13]=2)=[CH:4][CH:3]=1>[Ni].C(O)C>[Cl:1][C:2]1[CH:7]=[CH:6][C:5]([CH:8]([CH:25]2[CH2:26][CH2:27]2)[CH2:9][CH2:10][CH2:11][C:12]2[CH:17]=[CH:16][CH:15]=[C:14]([O:18][C:19]3[CH:24]=[CH:23][CH:22]=[CH:21][CH:20]=3)[CH:13]=2)=[CH:4][CH:3]=1. Reported procedure: This compound was prepared in a manner analogous to that of Example 4, Step E, by hydrogenation of 1.0 gram (0.0027 mole) of 1-(4-chlorophenyl)-1-cyclopropyl-4-(3-phenoxyphenyl)-1-butene in the presence of 0.35 gram of Raney nickel in 75 mL of ethanol. This procedure yielded 0.8 gram of 1-(4-chlorophenyl)-1-cyclopropyl-4(3-phenoxyphenyl)butane as an a oil. The nmr spectrum was consistent with the proposed structure. Starting materials: CC(C)NC(=O)[C@@H]1N(CCN(C1)C(=O)OC(C)(C)C)C(=O)OC(C)(C)C (di-tert-butyl (2R)-2-((1-methylethyl)carbamoyl)-1,4-piperazinedicarboxylate), B.C1CCOC1 (BH3.THF), C1CCOC1 (THF), B.C1CCOC1 (BH3.THF). Solvent: CO (MeOH). Reaction conditions: temperature 50 celsius. Yields the product CC(C)NC[C@@H]1N(CCN(C1)C(=O)OC(C)(C)C)C(=O)OC(C)(C)C (di-tert-butyl (2S)-2-(((1-methylethyl)amino)methyl)-1,4-piperazinedicarboxylate). Yield: 40.5%. RXN SMILES: [CH3:1][CH:2]([NH:4][C:5]([C@H:7]1[CH2:12][N:11]([C:13]([O:15][C:16]([CH3:19])([CH3:18])[CH3:17])=[O:14])[CH2:10][CH2:9][N:8]1[C:20]([O:22][C:23]([CH3:26])([CH3:25])[CH3:24])=[O:21])=O)[CH3:3].B.C1COCC1.C1COCC1>CO>[CH3:3][CH:2]([NH:4][CH2:5][C@H:7]1[CH2:12][N:11]([C:13]([O:15][C:16]([CH3:17])([CH3:18])[CH3:19])=[O:14])[CH2:10][CH2:9][N:8]1[C:20]([O:22][C:23]([CH3:25])([CH3:24])[CH3:26])=[O:21])[CH3:1] |f:1.2|. Procedure: A 500-mL round-bottomed flask was charged with di-tert-butyl (2R)-2-((1-methylethyl)carbamoyl)-1,4-piperazinedicarboxylate (1.77 g, 4.76 mmol, step 1), BH3.THF (1.0 M in THF, 15.0 mL, 15.0 mmol) and THF (60 mL). The mixture was heated at 50° C. for 12 h. After allowing the reaction to cool to room temperature, additional BH3.THF (1.0 M in THF, 5.0 mL, 5.0 mmol) was added. The mixture was then heated at 50° C. for 1.5 h. The reaction mixture was allowed to cool to room temperature and MeOH (20 mL... Reported procedure: This product was prepared from 6-methyl-pyrido[3,4-d]pyrimid-4-one (1.0 eq.) and 3-chloro-4-fluoro-aniline (1.5 eq.) according to the procedure described for Example 61. The crude product from the filtrate was chromatographed on silica using a gradient of 0% to 10% methanol/methylene chloride to afford the free base of the title product which was converted to the title product as described for Example 60 (47%; M.P. 251-258° C.; LC-MS: 289, 291 (MH+); anal. RP-HPLC:4.18 min.). Product: Cl.ClC=1C=C(C=CC1F)NC=1C2=C(N=CN1)C=NC(=C2)C ((3-Chloro-4-fluoro-phenyl)-(6-methyl-pyrido[3,4-d]pyrimidin-4-yl)-amine Hydrochloride). Reaction SMILES: [CH3:1][C:2]1[N:12]=[CH:11][C:5]2[N:6]=[CH:7][NH:8][C:9](=O)[C:4]=2[CH:3]=1.[Cl:13][C:14]1[CH:15]=[C:16]([CH:18]=[CH:19][C:20]=1[F:21])[NH2:17]>>[ClH:13].[Cl:13][C:14]1[CH:15]=[C:16]([NH:17][C:9]2[C:4]3[CH:3]=[C:2]([CH3:1])[N:12]=[CH:11][C:5]=3[N:6]=[CH:7][N:8]=2)[CH:18]=[CH:19][C:20]=1[F:21] |f:2.3|. The reactants are CC1=CC2=C(N=CNC2=O)C=N1 (6-methyl-pyrido[3,4-d]pyrimid-4-one), ClC=1C=C(N)C=CC1F (3-chloro-4-fluoro-aniline). Starting materials: C#CC(C)(C)Oc1ccc([N+](=O)[O-])c(OCOC)c1, Clc1ccccc1Cl. Yields the product COCOc1cc2c(cc1[N+](=O)[O-])C=CC(C)(C)O2. Reaction SMILES: [CH3:1][O:2][CH2:3][O:4][c:5]1[c:6]([N+:17](=[O:18])[O-:19])[cH:7][cH:8][c:9]([O:11][C:12]([C:13]#[CH:14])([CH3:15])[CH3:16])[cH:10]1.[Cl:20][c:21]1[c:22]([Cl:23])[cH:24][cH:25][cH:26][cH:27]1>>[CH3:1][O:2][CH2:3][O:4][c:5]1[c:6]([N+:17](=[O:18])[O-:19])[cH:7][c:8]2[c:9]([cH:10]1)[O:11][C:12]([CH3:15])([CH3:16])[CH:13]=[CH:14]2.